describe an organic reaction: reactants, conditions, products, and yield From a dataset of the Open Reaction Database (ORD), a public repository of structured organic reaction records. Starting materials: C1(CC1)CNC(=O)NC1=CC=CC=C1 (1-cyclopropylmethyl-3-phenyl urea), C(CC(=O)O)(=O)O (malonic acid), C(C)(=O)OC(C)=O (acetic acid anhydride). Yields the product C1(=CC=CC=C1)N1C(=O)N(C(=O)C(C1=O)C(C)=O)CC1CC1 (1-phenyl-3-cyclopropylmethyl-5-acetyl-barbituric acid). As a reaction SMILES: [CH:1]1([CH2:4][NH:5][C:6]([NH:8][C:9]2[CH:14]=[CH:13][CH:12]=[CH:11][CH:10]=2)=[O:7])[CH2:3][CH2:2]1.[C:15](O)(=[O:20])[CH2:16][C:17](O)=[O:18].C(O[C:26](=[O:28])[CH3:27])(=O)C>>[C:9]1([N:8]2[C:15](=[O:20])[CH:16]([C:26](=[O:28])[CH3:27])[C:17](=[O:18])[N:5]([CH2:4][CH:1]3[CH2:3][CH2:2]3)[C:6]2=[O:7])[CH:10]=[CH:11][CH:12]=[CH:13][CH:14]=1. Procedure: A quantity of 4.75 g of 1-cyclopropylmethyl-3-phenyl urea and 2.60 g of malonic acid are heated in 30 ml of acetic acid anhydride at 75° C. for 4 hours. After cooling slowly, the acetic acid anhydride is evaporated in vacuo. The residue is boiled in ethanol, cooled and filtered. The resulting crystalline product is the title compound (5) and melts at 91°-95° C.; yield 5.21 g. Starting materials: [OH-].[Na+] (sodium hydroxide), [N+](=O)(O)[O-] (nitric acid), ice, CC1=[N+](C=C(C=C1)C)[O-] (2,5-dimethy1pyridine 1-oxide). Solvent: S(O)(O)(=O)=O (sulphur-ic acid). Reaction conditions: time 1 hour. Yields the product CC1=[N+](C=C(C(=C1)[N+](=O)[O-])C)[O-] (2,5-dimethyl-4-nitropyridine 1-oxide). RXN SMILES: [N+:1]([O-:4])(O)=[O:2].[CH3:5][C:6]1[CH:11]=[CH:10][C:9]([CH3:12])=[CH:8][N+:7]=1[O-:13].[OH-].[Na+]>S(=O)(=O)(O)O>[CH3:5][C:6]1[CH:11]=[C:10]([N+:1]([O-:4])=[O:2])[C:9]([CH3:12])=[CH:8][N+:7]=1[O-:13] |f:2.3|. Procedure details: 260 ml of fuming nitric acid (d =1.5) were added dropwise to 840 ml of concentrated sulphur-ic acid while cooling. 348,2 g of 2,5-dimethy1pyridine 1-oxide were subsequently added portionwise at 0-5° . The mixture was stirred at room temperature for 1 hour, then heated to 90° within 3 hours, left at this temperature overnight and, after cooling, poured on to 6 kg of ice. The mixture was adjusted to pH 3 with concentrated sodium hydroxide solution and extracted three times with 2 1 of methylene ch... Reactants: C(C)OC(=O)C=1N=CC=2NC3=CC=C(C=C3C2C1C)C1CC=CCC1 (6-(1-cyclohexen-4-yl)-4-methyl-β-carboline-3-carboxylic acid ethyl ester), [S] (sulfur). The solvent is CS(=O)C (dimethyl sulfoxide). Product: C(C)OC(=O)C=1N=CC=2NC3=CC=C(C=C3C2C1C)C1=CC=CC=C1 (6-phenyl-4-methyl-β-carboline-3-carboxylic acid ethyl ester). Yield: 11.2%. RXN SMILES: [CH2:1]([O:3][C:4]([C:6]1[N:7]=[CH:8][C:9]2[NH:10][C:11]3[C:16]([C:17]=2[C:18]=1[CH3:19])=[CH:15][C:14]([CH:20]1[CH2:25][CH2:24][CH:23]=[CH:22][CH2:21]1)=[CH:13][CH:12]=3)=[O:5])[CH3:2].[S]>CS(C)=O>[CH2:1]([O:3][C:4]([C:6]1[N:7]=[CH:8][C:9]2[NH:10][C:11]3[C:16]([C:17]=2[C:18]=1[CH3:19])=[CH:15][C:14]([C:20]1[CH:25]=[CH:24][CH:23]=[CH:22][CH:21]=1)=[CH:13][CH:12]=3)=[O:5])[CH3:2] |^3:25|. Procedure details: 435 mg (1.3 mmol) of 6-(1-cyclohexen-4-yl)-4-methyl-β-carboline-3-carboxylic acid ethyl ester is heated in 10 ml of dimethyl sulfoxide with 125 mg of sulfur under nitrogen for 2 hours to 180° C. After evaporation under vacuum, the reaction mixture is distributed in methylene chloride/saturated sodium bicarbonate solution. The methylene chloride phase is evaporated and the residue chromatographed over silica gel with toluene:glacial acetic acid:water=10:10:1 as the eluent. After evaporation of th... Procedure details: 12.0 g (26 mmol) of 2-(3-nitrobenzylidene)-acetoacetic acid-(6-phthalimidohexyl)ester and 3.0 g (26 mmol) of 3-amino-crotonic acid methyl ester are boiled under reflux in 100 ml of isopropanol for 4 hours. After removal of the solvent by evaporation under vacuum, 15.0 g of a brownish yellow oil suitable for reactions without further purification are obtained. Starting materials: C1(C=2C(C(N1CCCCCCOC(C(C(=O)C)=CC1=CC(=CC=C1)[N+](=O)[O-])=O)=O)=CC=CC2)=O (2-(3-nitrobenzylidene)-acetoacetic acid-(6-phthalimidohexyl)ester), COC(\C=C(\C)/N)=O (3-amino-crotonic acid methyl ester). The product is CC=1NC(=C(C(C1C(=O)OC)C1=CC(=CC=C1)[N+](=O)[O-])C(=O)OCCCCCCN1C(C=2C(C1=O)=CC=CC2)=O)C (1,4-Dihydro-2,6-dimethyl-3-methoxycarbonyl-4-(3-nitrophenyl)-5-(6-phthalimidohexyloxy)carbonyl-pyridine). The solvent is C(C)(C)O (isopropanol). Reaction SMILES: [C:1]1(=[O:34])[N:5]([CH2:6][CH2:7][CH2:8][CH2:9][CH2:10][CH2:11][O:12][C:13](=[O:28])[C:14](=[CH:18][C:19]2[CH:24]=[CH:23][CH:22]=[C:21]([N+:25]([O-:27])=[O:26])[CH:20]=2)[C:15]([CH3:17])=O)[C:4](=[O:29])[C:3]2=[CH:30][CH:31]=[CH:32][CH:33]=[C:2]12.[CH3:35][O:36][C:37](=[O:42])/[CH:38]=[C:39](\[NH2:41])/[CH3:40]>C(O)(C)C>[CH3:40][C:39]1[NH:41][C:15]([CH3:17])=[C:14]([C:13]([O:12][CH2:11][CH2:10][CH2:9][CH2:8][CH2:7][CH2:6][N:5]2[C:1](=[O:34])[C:2]3=[CH:33][CH:32]=[CH:31][CH:30]=[C:3]3[C:4]2=[O:29])=[O:28])[CH:18]([C:19]2[CH:24]=[CH:23][CH:22]=[C:21]([N+:25]([O-:27])=[O:26])[CH:20]=2)[C:38]=1[C:37]([O:36][CH3:35])=[O:42]. The reactants are Cl (HCl), O1CCOCC1 (dioxane), COC(=O)C=1C=CN2N=C(N(C(C21)=O)CC2=CC=CC=C2)C(CC)N(C(C2=CC=C(C=C2)C)=O)CCCNC(=O)OC(C)(C)C (3-benzyl-2-{1-[(3-tert-butoxycarbonylamino-propyl)-(4-methyl-benzoyl)-amino]-propyl}-4-oxo-3,4-dihydro-pyrrolo[2,1-f][1,2,4]triazine-5-carboxylic acid methyl ester). Conditions: temperature 0 celsius, time 4 hour. The product is Cl.COC(=O)C=1C=CN2N=C(N(C(C21)=O)CC2=CC=CC=C2)C(CC)N(C(C2=CC=C(C=C2)C)=O)CCCN ((±)-2-{1-[(3-Amino-propyl)-(4-methyl-benzoyl)-amino]-propyl}-3-benzyl-4-oxo-3,4-dihydro-pyrrolo[2,1-f][1,2,4]triazine-5-carboxylic acid methyl ester, hydrochloride salt). Isolated yield 72.0%. As a reaction SMILES: [ClH:1].O1CCOCC1.[CH3:8][O:9][C:10]([C:12]1[CH:13]=[CH:14][N:15]2[C:20]=1[C:19](=[O:21])[N:18]([CH2:22][C:23]1[CH:28]=[CH:27][CH:26]=[CH:25][CH:24]=1)[C:17]([CH:29]([N:32]([CH2:42][CH2:43][CH2:44][NH:45]C(OC(C)(C)C)=O)[C:33](=[O:41])[C:34]1[CH:39]=[CH:38][C:37]([CH3:40])=[CH:36][CH:35]=1)[CH2:30][CH3:31])=[N:16]2)=[O:11]>>[ClH:1].[CH3:8][O:9][C:10]([C:12]1[CH:13]=[CH:14][N:15]2[C:20]=1[C:19](=[O:21])[N:18]([CH2:22][C:23]1[CH:24]=[CH:25][CH:26]=[CH:27][CH:28]=1)[C:17]([CH:29]([N:32]([CH2:42][CH2:43][CH2:44][NH2:45])[C:33](=[O:41])[C:34]1[CH:35]=[CH:36][C:37]([CH3:40])=[CH:38][CH:39]=1)[CH2:30][CH3:31])=[N:16]2)=[O:11] |f:3.4|. Procedure details: Anhydrous HCl in dioxane (4 M, 0.20 ml, 0.80 mmol) was added to 3-benzyl-2-{1-[(3-tert-butoxycarbonylamino-propyl)-(4-methyl-benzoyl)-amino]-propyl}-4-oxo-3,4-dihydro-pyrrolo[2,1-f][1,2,4]triazine-5-carboxylic acid methyl ester (0.003 g, 0.004 mmol) and the reaction mixture was stirred at 0° C. for 4 h. The reaction mixture was concentrated in vacuo, dissolved in aqueous CH3CN and lyophilized to afford the title compound (0.0021 g, 72%) as a white solid: MS (ESI+) 516 (M++H); HRMS (ESI+) calcula...